This data is from the Open Reaction Database (ORD), a public repository of structured organic reaction records. The task is: describe an organic reaction: reactants, conditions, products, and yield The reactants are O=C([O-])[O-], COC(=O)C(Cc1ccccc1)OS(=O)(=O)C(F)(F)F, CC(C)=O, [Cs+], [Cs+], Oc1ccc2cc(-c3ccc(-c4ccccc4)[nH]3)ccc2c1. Product: COC(=O)C(Cc1ccccc1)Oc1ccc2cc(-c3ccc(-c4ccccc4)[nH]3)ccc2c1. Reaction SMILES: [C:43](=[O:44])([O-:45])[O-:46].[CH3:23][O:24][C:25]([CH:26]([CH2:27][c:28]1[cH:29][cH:30][cH:31][cH:32][cH:33]1)[O:34][S:35]([C:36]([F:37])([F:38])[F:39])(=[O:40])=[O:41])=[O:42].[CH3:49][C:50](=[O:51])[CH3:52].[Cs+:47].[Cs+:48].[c:1]1(-[c:7]2[cH:8][cH:9][c:10](-[c:12]3[cH:13][c:14]4[cH:15][cH:16][c:17]([OH:22])[cH:18][c:19]4[cH:20][cH:21]3)[nH:11]2)[cH:2][cH:3][cH:4][cH:5][cH:6]1>>[c:1]1(-[c:7]2[cH:8][cH:9][c:10](-[c:12]3[cH:13][c:14]4[cH:15][cH:16][c:17]([O:22][CH:26]([C:25]([O:24][CH3:23])=[O:42])[CH2:27][c:28]5[cH:29][cH:30][cH:31][cH:32][cH:33]5)[cH:18][c:19]4[cH:20][cH:21]3)[nH:11]2)[cH:2][cH:3][cH:4][cH:5][cH:6]1. Starting materials: [H-].[Al+3].[Li+].[H-].[H-].[H-] (lithium aluminum hydride), [H-].[Al+3].[Li+].[H-].[H-].[H-] (LAH), O (water), [OH-].[Na+] (sodium hydroxide), O (water), NC1=NC=C(C(=C1)C)C(=O)OC (2-amino-5-methoxycarbonyl-4-methylpyridine). Run in O1CCCC1 (tetrahydrofuran), O1CCCC1 (THF). Reaction conditions: time 1 hour. Product: NC1=NC=C(C(=C1)C)CO (2-Amino-5-hydroxymethyl-4-methylpyridine). RXN SMILES: [H-].[Al+3].[Li+].[H-].[H-].[H-].[NH2:7][C:8]1[CH:13]=[C:12]([CH3:14])[C:11]([C:15](OC)=[O:16])=[CH:10][N:9]=1.O.[OH-].[Na+]>O1CCCC1>[NH2:7][C:8]1[CH:13]=[C:12]([CH3:14])[C:11]([CH2:15][OH:16])=[CH:10][N:9]=1 |f:0.1.2.3.4.5,8.9|. Procedure details: To a mixture of lithium aluminum hydride (LAH) (90 mg, 2.37 mmol) in dry tetrahydrofuran (THF) (2 mL) was added a solution of 2-amino-5-methoxycarbonyl-4-methylpyridine (100 mg, 0.602 mmol) in THF (1 mL). The reaction mixture was stirred for 1 h at reflux temperature. Excess LAH was decomposed by successive addition of water (90 uL), 15% sodium hydroxide (90 uL), and water (270 uL). Solids were removed by filtration through a pad of Celite. The title compound was obtained as a white crystalline ... Reactants: CSc1ccc(B(O)O)cn1, [Na+], [Na+], O=C([O-])[O-], C1COCCO1, Cl[Pd]Cl, Cc1ccc(S(=O)(=O)OC(=CC2CCCC2)c2cc3cccnc3n2S(=O)(=O)c2ccccc2)cc1, c1ccc(P(c2ccccc2)c2ccccc2)cc1, c1ccc(P(c2ccccc2)c2ccccc2)cc1. The product is CSc1ccc(C(=CC2CCCC2)c2cc3cccnc3n2S(=O)(=O)c2ccccc2)cn1. As a reaction SMILES: [CH3:37][S:38][c:39]1[cH:40][cH:41][c:42]([B:45]([OH:46])[OH:47])[cH:43][n:44]1.[Na+:48].[Na+:49].[O-:50][C:51](=[O:52])[O-:53].[O:54]1[CH2:55][CH2:56][O:57][CH2:58][CH2:59]1.[Pd:60]([Cl:61])[Cl:62].[c:1]1([S:7](=[O:8])(=[O:9])[n:10]2[c:11]([C:19](=[CH:20][CH:21]3[CH2:22][CH2:23][CH2:24][CH2:25]3)[O:26][S:27]([c:28]3[cH:29][cH:30][c:31]([CH3:32])[cH:33][cH:34]3)(=[O:35])=[O:36])[cH:12][c:13]3[c:14]2[n:15][cH:16][cH:17][cH:18]3)[cH:2][cH:3][cH:4][cH:5][cH:6]1.[c:63]1([P:64]([c:65]2[cH:66][cH:67][cH:68][cH:69][cH:70]2)[c:71]2[cH:72][cH:73][cH:74][cH:75][cH:76]2)[cH:77][cH:78][cH:79][cH:80][cH:81]1.[c:82]1([P:83]([c:84]2[cH:85][cH:86][cH:87][cH:88][cH:89]2)[c:90]2[cH:91][cH:92][cH:93][cH:94][cH:95]2)[cH:96][cH:97][cH:98][cH:99][cH:100]1>>[c:1]1([S:7](=[O:8])(=[O:9])[n:10]2[c:11]([C:19](=[CH:20][CH:21]3[CH2:22][CH2:23][CH2:24][CH2:25]3)[c:42]3[cH:41][cH:40][c:39]([S:38][CH3:37])[n:44][cH:43]3)[cH:12][c:13]3[c:14]2[n:15][cH:16][cH:17][cH:18]3)[cH:2][cH:3][cH:4][cH:5][cH:6]1. Starting materials: FC1=C(C(=CC=C1)F)N1C(C=CC2=C1N=C(N=C2C=2C=C(C=CC2C)NC(=O)C=2SC=CC2)S(=O)(=O)C)=O (N-{3-[8-(2,6-difluorophenyl)-2-(methylsulfonyl)-7-oxo-7,8-dihydropyrido[2,3-d]pyrimidin-4-yl]-4-methylphenyl}-2-thiophenecarboxamide), CC1(NC(CC(C1)N)(C)C)C (2,2,6,6-tetramethyl-4-piperidinamine). Yields the product FC1=C(C(=CC=C1)F)N1C(C=CC2=C1N=C(N=C2C=2C=C(C=CC2C)NC(=O)C=2SC=CC2)NC2CC(NC(C2)(C)C)(C)C)=O (N-(3-{8-(2,6-difluorophenyl)-7-oxo-2-[(2,2,6,6-tetramethyl-4-piperidinyl)amino]-7,8-dihydropyrido[2,3-d]pyrimidin-4-yl}-4-methylphenyl)-2-thiophenecarboxamide). Reaction SMILES: [F:1][C:2]1[CH:7]=[CH:6][CH:5]=[C:4]([F:8])[C:3]=1[N:9]1[C:14]2[N:15]=[C:16](S(C)(=O)=O)[N:17]=[C:18]([C:19]3[CH:20]=[C:21]([NH:26][C:27]([C:29]4[S:30][CH:31]=[CH:32][CH:33]=4)=[O:28])[CH:22]=[CH:23][C:24]=3[CH3:25])[C:13]=2[CH:12]=[CH:11][C:10]1=[O:38].[CH3:39][C:40]1([CH3:49])[CH2:45][CH:44]([NH2:46])[CH2:43][C:42]([CH3:48])([CH3:47])[NH:41]1>>[F:1][C:2]1[CH:7]=[CH:6][CH:5]=[C:4]([F:8])[C:3]=1[N:9]1[C:14]2[N:15]=[C:16]([NH:46][CH:44]3[CH2:45][C:40]([CH3:49])([CH3:39])[NH:41][C:42]([CH3:48])([CH3:47])[CH2:43]3)[N:17]=[C:18]([C:19]3[CH:20]=[C:21]([NH:26][C:27]([C:29]4[S:30][CH:31]=[CH:32][CH:33]=4)=[O:28])[CH:22]=[CH:23][C:24]=3[CH3:25])[C:13]=2[CH:12]=[CH:11][C:10]1=[O:38]. Procedure: The title compound was prepared as described in Example 1d from N-{3-[8-(2,6-difluorophenyl)-2-(methylsulfonyl)-7-oxo-7,8-dihydropyrido[2,3-d]pyrimidin-4-yl]-4-methylphenyl}-2-thiophenecarboxamide and 2,2,6,6-tetramethyl-4-piperidinamine: LC-MS m/z 629 (M+H)+, 2.0 min (ret time). Reagents/catalysts: C=1C=CC(=CC1)[P](C=2C=CC=CC2)(C=3C=CC=CC3)[Pd]([P](C=4C=CC=CC4)(C=5C=CC=CC5)C=6C=CC=CC6)([P](C=7C=CC=CC7)(C=8C=CC=CC8)C=9C=CC=CC9)[P](C=1C=CC=CC1)(C=1C=CC=CC1)C=1C=CC=CC1 (Pd(PPh3)4). Procedure details: The title compound (49 mg, 52% yield) as a yellow crystalline solid was prepared similar to that described in Example 275, using N-tert-butyl-5-(3-(4,4,5,5-tetramethyl-1,3,2-dioxaborolan-2-yl)-1-tosyl-1H-indol-5-yl)-1,3,4-oxadiazol-2-amine (131 mg, 0.244 mmol), 106 mg of the 1:1 mixture of 2-bromothiazole-5-carboxamide and 2-chlorothiazole-5-carboxamide, and Pd(PPh3)4 (Strem Chemicals, 14 mg) as the starting materials and reagent. 1H NMR (400 MHz, DMSO-d6) δ ppm 12.21 (1H, br.), 8.63 (1H, s), 8.... The reactants are C(C)(C)(C)NC=1OC(=NN1)C=1C=C2C(=CN(C2=CC1)S(=O)(=O)C1=CC=C(C)C=C1)B1OC(C(O1)(C)C)(C)C (N-tert-butyl-5-(3-(4,4,5,5-tetramethyl-1,3,2-dioxaborolan-2-yl)-1-tosyl-1H-indol-5-yl)-1,3,4-oxadiazol-2-amine), BrC=1SC(=CN1)C(=O)N (2-bromothiazole-5-carboxamide), ClC=1SC(=CN1)C(=O)N (2-chlorothiazole-5-carboxamide). Reaction SMILES: [C:1]([NH:5][C:6]1[O:7][C:8]([C:11]2[CH:12]=[C:13]3[C:17](=[CH:18][CH:19]=2)[N:16](S(C2C=CC(C)=CC=2)(=O)=O)[CH:15]=[C:14]3B2OC(C)(C)C(C)(C)O2)=[N:9][N:10]=1)([CH3:4])([CH3:3])[CH3:2].Br[C:40]1[S:41][C:42]([C:45]([NH2:47])=[O:46])=[CH:43][N:44]=1.ClC1SC(C(N)=O)=CN=1>C1C=CC([P]([Pd]([P](C2C=CC=CC=2)(C2C=CC=CC=2)C2C=CC=CC=2)([P](C2C=CC=CC=2)(C2C=CC=CC=2)C2C=CC=CC=2)[P](C2C=CC=CC=2)(C2C=CC=CC=2)C2C=CC=CC=2)(C2C=CC=CC=2)C2C=CC=CC=2)=CC=1>[C:1]([NH:5][C:6]1[O:7][C:8]([C:11]2[CH:12]=[C:13]3[C:17](=[CH:18][CH:19]=2)[NH:16][CH:15]=[C:14]3[C:40]2[S:41][C:42]([C:45]([NH2:47])=[O:46])=[CH:43][N:44]=2)=[N:9][N:10]=1)([CH3:4])([CH3:2])[CH3:3] |^1:60,62,81,100|. Yield: 52.0%. Yields the product C(C)(C)(C)NC1=NN=C(O1)C=1C=C2C(=CNC2=CC1)C=1SC(=CN1)C(=O)N (2-(5-(5-(tert-butylamino)-1,3,4-oxadiazol-2-yl)-1H-indol-3-yl)-1,3-thiazole-5-carboxamide). Reactants: Cc1c([N+](=O)[O-])cc(F)c2c1ncn2C(=O)OC(C)(C)C, CO, O=C[O-], [NH4+]. The product is Cc1c(N)cc(F)c2c1ncn2C(=O)OC(C)(C)C. As a reaction SMILES: [C:1]([CH3:2])([CH3:3])([CH3:4])[O:5][C:6](=[O:7])[n:8]1[cH:9][n:10][c:11]2[c:12]1[c:13]([F:21])[cH:14][c:15]([N+:18]([O-:19])=[O:20])[c:16]2[CH3:17].[CH3:26][OH:27].[CH:22]([O-:23])=[O:24].[NH4+:25]>>[C:1]([CH3:2])([CH3:3])([CH3:4])[O:5][C:6](=[O:7])[n:8]1[cH:9][n:10][c:11]2[c:12]1[c:13]([F:21])[cH:14][c:15]([NH2:18])[c:16]2[CH3:17]. Starting materials: FC1=C(C=CC=C1)N1N=NC(=C1C1=CC=NC=C1)C1=NC(=NO1)C1=CC=C(C=O)C=C1 (4-(5-(1-(2-fluorophenyl)-5-(pyridin-4-yl)-1H-1,2,3-triazol-4-yl)-1,2,4-oxadiazol-3-yl)benzaldehyde), Cl.CN (methylamine hydrochloride). Product: FC1=C(C=CC=C1)N1N=NC(=C1C1=CC=NC=C1)C1=NC(=NO1)C1=CC=C(C=C1)CNC (1-(4-{5-[1-(2-fluorophenyl)-5-pyridin-4-yl-1H-1,2,3-triazol-4-yl]-1,2,4-oxadiazol-3-yl}phenyl)-N-methylmethanamine), Example 129. RXN SMILES: [F:1][C:2]1[CH:7]=[CH:6][CH:5]=[CH:4][C:3]=1[N:8]1[C:12]([C:13]2[CH:18]=[CH:17][N:16]=[CH:15][CH:14]=2)=[C:11]([C:19]2[O:23][N:22]=[C:21]([C:24]3[CH:31]=[CH:30][C:27]([CH:28]=O)=[CH:26][CH:25]=3)[N:20]=2)[N:10]=[N:9]1.Cl.[CH3:33][NH2:34]>>[F:1][C:2]1[CH:7]=[CH:6][CH:5]=[CH:4][C:3]=1[N:8]1[C:12]([C:13]2[CH:18]=[CH:17][N:16]=[CH:15][CH:14]=2)=[C:11]([C:19]2[O:23][N:22]=[C:21]([C:24]3[CH:31]=[CH:30][C:27]([CH2:28][NH:34][CH3:33])=[CH:26][CH:25]=3)[N:20]=2)[N:10]=[N:9]1 |f:1.2|. Reported procedure: The title compound was prepared following the procedure described for Example 94, but starting from 4-(5-(1-(2-fluorophenyl)-5-(pyridin-4-yl)-1H-1,2,3-triazol-4-yl)-1,2,4-oxadiazol-3-yl)benzaldehyde, obtained as described in Example 113, Step 1, (100 mg; 0.24 mmol) and methylamine hydrochloride (32.7 mg; 0.48 mmol) to give Example 129 as a white solid. 1H NMR: (DMSO-d6, 400 MHz) δ 8.76-8.73 (2H, m), 7.97-7.87 (3H, m), 7.76-7.69 (1H, m), 7.64-7.49 (6H, m), 3.76 (2H, s), 2.31 (3H, s). LC/MS (Metho... Starting materials: ClC(C(O)O)(Cl)Cl (2,2,2-Trichloro-1,1-ethanediol), ClC1=CC=C(C(=O)N)C=C1 (4-chlorobenzamide). Reaction SMILES: [Cl:1][C:2]([Cl:7])([Cl:6])[CH:3](O)[OH:4].[Cl:8][C:9]1[CH:17]=[CH:16][C:12]([C:13]([NH2:15])=[O:14])=[CH:11][CH:10]=1>>[Cl:8][C:9]1[CH:17]=[CH:16][C:12]([C:13]([NH:15][CH:3]([OH:4])[C:2]([Cl:7])([Cl:6])[Cl:1])=[O:14])=[CH:11][CH:10]=1. Reported procedure: 2,2,2-Trichloro-1,1-ethanediol and 4-chlorobenzamide were processed as described in Example 37C to provide the desired product. Yields the product ClC1=CC=C(C(=O)NC(C(Cl)(Cl)Cl)O)C=C1 (4-chloro-N-(2,2,2-trichloro-1-hydroxyethyl)benzamide).